Dataset: the Open Reaction Database (ORD), a public repository of structured organic reaction records. Task: describe an organic reaction: reactants, conditions, products, and yield Reactants: O=C([O-])[O-], CS(=O)(=O)c1ccc(B(O)O)cc1, COCCOC, CC(C)(C)OC(=O)N1CCC(COc2ccc(Cl)nc2)CC1, [Na+], [Na+], c1ccc(P(c2ccccc2)(c2ccccc2)[Pd](P(c2ccccc2)(c2ccccc2)c2ccccc2)(P(c2ccccc2)(c2ccccc2)c2ccccc2)P(c2ccccc2)(c2ccccc2)c2ccccc2)cc1. Yields the product CC(C)(C)OC(=O)N1CCC(COc2ccc(-c3ccc(S(C)(=O)=O)cc3)nc2)CC1. As a reaction SMILES: [C:36](=[O:37])([O-:38])[O-:39].[CH3:23][S:24](=[O:25])(=[O:26])[c:27]1[cH:28][cH:29][c:30]([B:33]([OH:34])[OH:35])[cH:31][cH:32]1.[CH3:42][O:43][CH2:44][CH2:45][O:46][CH3:47].[Cl:1][c:2]1[cH:3][cH:4][c:5]([O:8][CH2:9][CH:10]2[CH2:11][CH2:12][N:13]([C:16](=[O:17])[O:18][C:19]([CH3:20])([CH3:21])[CH3:22])[CH2:14][CH2:15]2)[cH:6][n:7]1.[Na+:40].[Na+:41].[cH:48]1[cH:49][cH:50][c:51]([P:52]([Pd:53]([P:54]([c:55]2[cH:56][cH:57][cH:58][cH:59][cH:60]2)([c:61]2[cH:62][cH:63][cH:64][cH:65][cH:66]2)[c:67]2[cH:68][cH:69][cH:70][cH:71][cH:72]2)([P:73]([c:74]2[cH:75][cH:76][cH:77][cH:78][cH:79]2)([c:80]2[cH:81][cH:82][cH:83][cH:84][cH:85]2)[c:86]2[cH:87][cH:88][cH:89][cH:90][cH:91]2)[P:92]([c:93]2[cH:94][cH:95][cH:96][cH:97][cH:98]2)([c:99]2[cH:100][cH:101][cH:102][cH:103][cH:104]2)[c:105]2[cH:106][cH:107][cH:108][cH:109][cH:110]2)([c:111]2[cH:112][cH:113][cH:114][cH:115][cH:116]2)[c:117]2[cH:118][cH:119][cH:120][cH:121][cH:122]2)[cH:123][cH:124]1>>[c:2]1(-[c:30]2[cH:29][cH:28][c:27]([S:24]([CH3:23])(=[O:25])=[O:26])[cH:32][cH:31]2)[cH:3][cH:4][c:5]([O:8][CH2:9][CH:10]2[CH2:11][CH2:12][N:13]([C:16](=[O:17])[O:18][C:19]([CH3:20])([CH3:21])[CH3:22])[CH2:14][CH2:15]2)[cH:6][n:7]1. Reactants: CO, CN(C)c1ccc(F)c([N+](=O)[O-])c1, [H][H]. Yields the product CN(C)c1ccc(F)c(N)c1. As a reaction SMILES: [CH3:16][OH:17].[F:1][c:2]1[c:3]([N+:11]([O-:12])=[O:13])[cH:4][c:5]([N:8]([CH3:9])[CH3:10])[cH:6][cH:7]1.[H:14][H:15]>>[F:1][c:2]1[c:3]([NH2:11])[cH:4][c:5]([N:8]([CH3:9])[CH3:10])[cH:6][cH:7]1. Reactants: CC(C)(C)O, Clc1ncnc2ccc(I)cc12, Nc1ccc2c(ccn2S(=O)(=O)c2ccccc2)c1. Yields the product O=S(=O)(c1ccccc1)n1ccc2cc(Nc3ncnc4ccc(I)cc34)ccc21. Reaction SMILES: [C:32]([OH:33])([CH3:34])([CH3:35])[CH3:36].[I:1][c:2]1[cH:3][c:4]2[c:5]([Cl:12])[n:6][cH:7][n:8][c:9]2[cH:10][cH:11]1.[NH2:13][c:14]1[cH:15][c:16]2[cH:17][cH:18][n:19]([S:23](=[O:24])(=[O:25])[c:26]3[cH:27][cH:28][cH:29][cH:30][cH:31]3)[c:20]2[cH:21][cH:22]1>>[I:1][c:2]1[cH:3][c:4]2[c:5]([NH:13][c:14]3[cH:15][c:16]4[cH:17][cH:18][n:19]([S:23](=[O:24])(=[O:25])[c:26]5[cH:27][cH:28][cH:29][cH:30][cH:31]5)[c:20]4[cH:21][cH:22]3)[n:6][cH:7][n:8][c:9]2[cH:10][cH:11]1. Reactants: CCO, [Cl-], COc1cccc(Nc2cc3nccc(Oc4ccc([N+](=O)[O-])cc4F)c3s2)c1, [Fe], [NH4+], O. RXN SMILES: [CH3:33][CH2:34][OH:35].[Cl-:30].[F:1][c:2]1[c:3]([O:4][c:5]2[c:6]3[c:7]([n:8][cH:9][cH:10]2)[cH:11][c:12]([NH:14][c:15]2[cH:16][c:17]([O:21][CH3:22])[cH:18][cH:19][cH:20]2)[s:13]3)[cH:23][cH:24][c:25]([N+:27]([O-:28])=[O:29])[cH:26]1.[Fe:32].[NH4+:31].[OH2:36]>>[F:1][c:2]1[c:3]([O:4][c:5]2[c:6]3[c:7]([n:8][cH:9][cH:10]2)[cH:11][c:12]([NH:14][c:15]2[cH:16][c:17]([O:21][CH3:22])[cH:18][cH:19][cH:20]2)[s:13]3)[cH:23][cH:24][c:25]([NH2:27])[cH:26]1. Product: COc1cccc(Nc2cc3nccc(Oc4ccc(N)cc4F)c3s2)c1. Starting materials: O=C(CCl)Nc1nc(C(=NOCCCl)C(=O)O)cs1, O=C1CCC(=O)N1Cl. The product is O=C(CCl)Nc1nc(C(=NOCCCl)C(=O)O)c(Cl)s1. As a reaction SMILES: [Cl:1][CH2:2][C:3](=[O:4])[NH:5][c:6]1[s:7][cH:8][c:9]([C:11]([C:12](=[O:13])[OH:14])=[N:15][O:16][CH2:17][CH2:18][Cl:19])[n:10]1.[Cl:20][N:21]1[C:22](=[O:23])[CH2:24][CH2:25][C:26]1=[O:27]>>[Cl:1][CH2:2][C:3](=[O:4])[NH:5][c:6]1[s:7][c:8]([Cl:20])[c:9]([C:11]([C:12](=[O:13])[OH:14])=[N:15][O:16][CH2:17][CH2:18][Cl:19])[n:10]1.